Dataset: the Open Reaction Database (ORD), a public repository of structured organic reaction records. Task: describe an organic reaction: reactants, conditions, products, and yield The reactants are [Al+3], CCCCC(=O)Cl, ClCCl, Cc1coc(=O)[nH]1, [Cl-], [Cl-], [Cl-], O. Yields the product CCCCC(=O)c1oc(=O)[nH]c1C. Reaction SMILES: [Al+3:9].[C:12]([CH2:13][CH2:14][CH2:15][CH3:16])(=[O:17])[Cl:18].[CH2:20]([Cl:21])[Cl:22].[CH3:1][c:2]1[nH:3][c:4](=[O:7])[o:5][cH:6]1.[Cl-:10].[Cl-:11].[Cl-:8].[OH2:19]>>[CH3:1][c:2]1[nH:3][c:4](=[O:7])[o:5][c:6]1[C:12]([CH2:13][CH2:14][CH2:15][CH3:16])=[O:17]. Starting materials: FC1(CC(C1)(C(=O)OCC)C)C (Ethyl 3-fluoro-1,3-dimethylcyclobutanecarboxylate), [OH-].[Na+] (NaOH). The solvent is C(C)O (ethanol). Conditions: time 12 hour. Yields the product FC1(CC(C1)(C(=O)O)C)C (3-Fluoro-1,3-dimethylcyclobutanecarboxylic acid). Yield: 57.0%. RXN SMILES: [F:1][C:2]1([CH3:12])[CH2:5][C:4]([CH3:11])([C:6]([O:8]CC)=[O:7])[CH2:3]1.[OH-].[Na+]>C(O)C>[F:1][C:2]1([CH3:12])[CH2:5][C:4]([CH3:11])([C:6]([OH:8])=[O:7])[CH2:3]1 |f:1.2|. Procedure: To a solution of Intermediate 307A (85 mg, 0.360 mmol) in ethanol (2 mL) was added NaOH (0.144 mL, 0.719 mmol, 5M aq. solution) and the reaction mixture was stirred at RT for 12 h. The volatiles were removed under reduced pressure, and the residue was diluted with water (15 mL) and extracted with diethyl ether (1×25 mL). The aqueous layer was then acidified with a 1.5N aq. solution of HCl and extracted with EtOAc (2×25 mL). The combined organic layer was dried over Na2SO4, filtered and the filtr... The reactants are C(C)(C)(C)OC(=O)N1CCC(CC1)C(=O)OCC (ethyl 1-tert-butoxycarbonylpiperidine-4-carboxylate), C1(CCCC1)I (cyclopentyliodide). Solvent: C1CCOC1 (THF), C1CCOC1 (THF). Reaction conditions: temperature -75 celsius, time 2 hour. The product is C(C)OC(=O)C1(CCN(CC1)C(=O)OC(C)(C)C)C1CCCC1 (4-Cyclopentyl-piperidine-1,4-dicarboxylic acid 1-tert-butyl ester 4-ethyl ester). Reaction SMILES: [C:1]([O:5][C:6]([N:8]1[CH2:13][CH2:12][CH:11]([C:14]([O:16][CH2:17][CH3:18])=[O:15])[CH2:10][CH2:9]1)=[O:7])([CH3:4])([CH3:3])[CH3:2].[CH:19]1(I)[CH2:23][CH2:22][CH2:21][CH2:20]1>C1COCC1>[CH2:17]([O:16][C:14]([C:11]1([CH:19]2[CH2:23][CH2:22][CH2:21][CH2:20]2)[CH2:12][CH2:13][N:8]([C:6]([O:5][C:1]([CH3:4])([CH3:3])[CH3:2])=[O:7])[CH2:9][CH2:10]1)=[O:15])[CH3:18]. Reported procedure: A solution of 5 g ethyl 1-tert-butoxycarbonylpiperidine-4-carboxylate in 50 mL THF was added at −75° C. drop wise over 50 min. The yellow solution was stirred at −75° C. for 2 h. A solution of 4.5 g cyclopentyliodide in 20 mL THF was added drop wise over 45 min. The reaction was stirred at −75° C. for 1 h. The reaction was allowed to warm to room temperature over the weekend. The reaction was cooled to 0° C., quenched with 150 mL 10% citric acid solution. The aqueous layer was separated and extr... Reactants: N1C=CC=2C1=NC=CC2 (1H-Pyrrolo[2,3-b]pyridine), C1(=CC=CC=C1)N1CCNCC1 (1-Phenylpiperazine), O.O.O.C(C)(=O)[O-].[Na+] (sodium acetate trihydrate), C=O (formaldehyde), [OH-].[Na+] (sodium hydroxide). Run in O (water), C(C)(=O)O (acetic acid). Conditions: time 5 minute. The product is C1(=CC=CC=C1)N1CCN(CC1)CC1=CNC2=NC=CC=C21 (3-(4-Phenylpiperazin-1-yl)methyl-1H-pyrrolo[2,3-b]pyridine). Isolated yield 41.0%. As a reaction SMILES: [C:1]1([N:7]2[CH2:12][CH2:11][NH:10][CH2:9][CH2:8]2)[CH:6]=[CH:5][CH:4]=[CH:3][CH:2]=1.O.O.O.[C:16]([O-])(=O)C.[Na+].C=O.[NH:23]1[C:27]2=[N:28][CH:29]=[CH:30][CH:31]=[C:26]2[CH:25]=[CH:24]1.[OH-].[Na+]>C(O)(=O)C.O>[C:1]1([N:7]2[CH2:12][CH2:11][N:10]([CH2:16][C:25]3[C:26]4[C:27](=[N:28][CH:29]=[CH:30][CH:31]=4)[NH:23][CH:24]=3)[CH2:9][CH2:8]2)[CH:6]=[CH:5][CH:4]=[CH:3][CH:2]=1 |f:1.2.3.4.5,8.9|. Procedure: 1-Phenylpiperazine (1.63 g, 10.0 mmol), and sodium acetate trihydrate (1.36 g, 10 mmol) were dissolved in acetic acid (4 ml) and water (2 ml). 37% Aqueous formaldehyde (0.9 ml, 12 mmol) was added and the reaction mixture stirred for five minutes. 1H-Pyrrolo[2,3-b]pyridine (1.18 g, 10 mmol) was added, and the resulting solution stirred at room temperature overnight. The reaction mixture was poured into 2M sodium hydroxide solution (50 ml) and extracted with ethyl acetate (2×50 ml). The extracts w... Starting materials: C(=O)C1=NC2=CC=CC=C2C(=C1C)OC(C)=O (2-formyl-3-methyl-4-acetoxyquinoline), CCCCCC (hexane), C(CCC)[Li] (n-butyl lithium), C#CCCCCCC (1-octyne). The solvent is O1CCCC1 (tetrahydrofuran), O1CCCC1 (tetrahydrofuran), O (water). Run at time 15 minute. Yields the product OC(C#CCCCCCC)C1=NC2=CC=CC=C2C(=C1C)OC(C)=O (2-(1 hydroxy-2-nonynyl)-3-methyl-4-acetoxyquinoline). Yield: 55.2%. As a reaction SMILES: CCCCCC.C([Li])CCC.[CH:12]#[C:13][CH2:14][CH2:15][CH2:16][CH2:17][CH2:18][CH3:19].[CH:20]([C:22]1[C:31]([CH3:32])=[C:30]([O:33][C:34](=[O:36])[CH3:35])[C:29]2[C:24](=[CH:25][CH:26]=[CH:27][CH:28]=2)[N:23]=1)=[O:21]>O1CCCC1.O>[OH:21][CH:20]([C:22]1[C:31]([CH3:32])=[C:30]([O:33][C:34](=[O:36])[CH3:35])[C:29]2[C:24](=[CH:25][CH:26]=[CH:27][CH:28]=2)[N:23]=1)[C:12]#[C:13][CH2:14][CH2:15][CH2:16][CH2:17][CH2:18][CH3:19]. Procedure details: 4.9 ml of a hexane solution of 8.00 mmols of n-butyl lithium was added to a solution of 968 mg (8.80 mmols) of 1-octyne in 10 ml of tetrahydrofuran in an atmosphere of nitrogen at 0° C. and stirred at the same temperature for 15 minutes. The reaction solution was cooled to -78° C., to which a solution of 10 ml of tetrahydrofuran of 1.83 g (8.00 mmols) of 2-formyl-3-methyl-4-acetoxyquinoline was added, following by heating gradually to room temperature and stirring at room temperature for 1 hour....